From a dataset of the Open Reaction Database (ORD), a public repository of structured organic reaction records. describe an organic reaction: reactants, conditions, products, and yield Reactants: ClC1=C(C=C(C=C1)NC(C(CC)OC1=C(C=C(C=C1)C(C)(C)CC)C(C)(C)CC)=O)NC(CC(C(C)(C)C)=O)=O (N-[2-chloro-5-{2-(2,4-di-tert-amylphenoxy)butanoylamino}phenyl]-α-pivaloylacetic acid amide). The solvent is C(C)(=O)OCC (ethyl acetate). Product: ClC1=C(N)C=C(C=C1)NC(C(CC)OC1=C(C=C(C=C1)C(C)(C)CC)C(C)(C)CC)=O (2-chloro-5-{2-(2,4-di-tert-amylphenoxy)butanoylamino}aniline), pivaloylacetic acid ester. Reaction SMILES: [Cl:1][C:2]1[CH:7]=[CH:6][C:5]([NH:8][C:9](=[O:30])[CH:10]([O:13][C:14]2[CH:19]=[CH:18][C:17]([C:20]([CH2:23][CH3:24])([CH3:22])[CH3:21])=[CH:16][C:15]=2[C:25]([CH2:28][CH3:29])([CH3:27])[CH3:26])[CH2:11][CH3:12])=[CH:4][C:3]=1[NH:31]C(=O)CC(=O)C(C)(C)C>C(OCC)(=O)C>[Cl:1][C:2]1[CH:7]=[CH:6][C:5]([NH:8][C:9](=[O:30])[CH:10]([O:13][C:14]2[CH:19]=[CH:18][C:17]([C:20]([CH2:23][CH3:24])([CH3:22])[CH3:21])=[CH:16][C:15]=2[C:25]([CH2:28][CH3:29])([CH3:27])[CH3:26])[CH2:11][CH3:12])=[CH:4][C:3]=1[NH2:31]. Procedure: Io 25 ml of ethyl acetate, was dispersed 5.71 g (0.01 mol) of N-[2-chloro-5-{2-(2,4-di-tert-amylphenoxy)butanoylamino}phenyl]-α-pivaloylacetic acid amide, which is easily obtained by a condensation reaction of 2-chloro-5-{2-(2,4-di-tert-amylphenoxy)butanoylamino}aniline with pivaloylacetic acid ester; and then to this was added, little by little, 1.57 g (0.0055 mol) of 1,3-dibromo-5,5-dimethylhydantoin, on an ice bath. After stirring for 1 hour, water was added to the resultant reaction mixture,... The product is [C@H](C)(CC)OC=1C(=C(C=2N(N1)C(=NN2)N)C)C (6-((S)-sec-Butoxy)-7,8-dimethyl-[1,2,4]triazolo[4,3-b]pyridazin-3-ylamine). Procedure details: (S)-Butan-2-ol (1.7 ml) was initially charged at RT with stirring and cooled almost to 0° C. with an ice bath. Subsequently, the mixture was admixed with portions of sodium hydride (85 mg). The suspension formed was heated to 55° C. for 1.5 h and then admixed with portions of 6-chloro-7,8-dimethyl-[1,2,4]triazolo[4,3-b]pyridazin-3-ylamine (W2.006a, 100 mg), suspended in (S)-butan-2-ol (2 ml) and DMF (2 ml). After stirring at 55° C. for 1 h, the mixture was admixed with water and extracted three ... Run in C[C@@H](CC)O ((S)-butan-2-ol), CN(C)C=O (DMF), C[C@@H](CC)O ((S)-Butan-2-ol). RXN SMILES: [H-].[Na+].Cl[C:4]1[C:5]([CH3:15])=[C:6]([CH3:14])[C:7]2[N:8]([C:10]([NH2:13])=[N:11][N:12]=2)[N:9]=1.[OH2:16]>C[C@H](O)CC.CN(C=O)C>[C@@H:5]([O:16][C:4]1[C:5]([CH3:15])=[C:6]([CH3:14])[C:7]2[N:8]([C:10]([NH2:13])=[N:11][N:12]=2)[N:9]=1)([CH2:6][CH3:7])[CH3:4] |f:0.1|. Starting materials: [H-].[Na+] (sodium hydride), ClC=1C(=C(C=2N(N1)C(=NN2)N)C)C (6-chloro-7,8-dimethyl-[1,2,4]triazolo[4,3-b]pyridazin-3-ylamine), O (water). Run at temperature 0 celsius. Reactants: ClC1=C(CNC(=S)NN=C(C(=O)OC)C)C=C(C=C1)F (Methyl 2-(2-(2-chloro-5-fluorobenzylcarbamothioyl)hydrazono)propanoate), CO[Na] (MeONa), [Na] (sodium). Solvent: CO (methanol), CO (methanol). Product: ClC1=C(CN2C(NN=C(C2=O)C)=S)C=C(C=C1)F (4-(2-chloro-5-fluorobenzyl)-6-methyl-3-thioxo-3,4-dihydro-1,2,4-triazin-5(2H)-one). As a reaction SMILES: CO[Na].[Na].[Cl:5][C:6]1[CH:23]=[CH:22][C:21]([F:24])=[CH:20][C:7]=1[CH2:8][NH:9][C:10]([NH:12][N:13]=[C:14]([CH3:19])[C:15](OC)=[O:16])=[S:11]>CO>[Cl:5][C:6]1[CH:23]=[CH:22][C:21]([F:24])=[CH:20][C:7]=1[CH2:8][N:9]1[C:15](=[O:16])[C:14]([CH3:19])=[N:13][NH:12][C:10]1=[S:11] |^1:3|. Reported procedure: To a solution of MeONa (0.82 M) in methanol (200 mL), freshly prepared from sodium (3.80 g, 165 mmol) and dry methanol (200 mL), was added methyl 2-(2-(2-chloro-5-fluorobenzylcarbamothioyl)hydrazono)propanoate (28, 10.00 g, 31.5 mmol). The mixture was heated at reflux for 36 h. Most of the solvent was evaporated. The resulting residue was diluted with water (300 mL), acidified with 2 N HCl to pH=1˜2, and then extracted with EtOAc (250 mL×2). The extracts were washed with brine, dried over MgSO4,... The reactants are OC=1C=C(C#N)C=CC1 (3-hydroxybenzonitrile), CCCBr (n-propyl bromide), C([O-])([O-])=O.[K+].[K+] (potassium carbonate). The solvent is CC(CC)=O (2-butanone). Conditions: time 17 hour. The product is C(CC)OC=1C=C(C#N)C=CC1 (3-Propoxybenzonitrile). As a reaction SMILES: [OH:1][C:2]1[CH:3]=[C:4]([CH:7]=[CH:8][CH:9]=1)[C:5]#[N:6].[CH3:10][CH2:11][CH2:12]Br.C(=O)([O-])[O-].[K+].[K+]>CC(=O)CC>[CH2:10]([O:1][C:2]1[CH:3]=[C:4]([CH:7]=[CH:8][CH:9]=1)[C:5]#[N:6])[CH2:11][CH3:12] |f:2.3.4|. Procedure: Combine 3-hydroxybenzonitrile (11.052 gm; 92.8 mmol), n-propyl bromide (24.4 gm; 198 mmol), and potassium carbonate (38.65 gm; 280 mmol) in 2-butanone (175 mL) and heat and reflux. After 17 h., cool the mixture to room temperature, and decant the solution and concentrate by rotary evaporation. Partition the residue between diethyl ether (150 mL) and water (150 mL), separate the layers and extract the aqueous layer with diethyl ether (2×100 mL). Combine the organic layers and wash with water, 1 N...